This data is from the Open Reaction Database (ORD), a public repository of structured organic reaction records. The task is: describe an organic reaction: reactants, conditions, products, and yield Reactants: CC1=C(N=C(O1)C1=CC=CC=C1)COC1=CC=C(CN2N=C(C(=C2)CCC(=O)OC)C2=CC=CC=C2)C=C1 (methyl 3-[1-[4-(5-methyl-2-phenyl-4-oxazolylmethoxy)benzyl]-3-phenyl-1H-pyrazol-4-yl]propionate), O.[OH-].[Li+] (lithium hydroxide monohydrate), O1CCCC1 (tetrahydrofuran), Cl (hydrochloric acid). The solvent is CO (methanol), O (water). Reaction conditions: time 2 hour. Yields the product CC1=C(N=C(O1)C1=CC=CC=C1)COC1=CC=C(CN2N=C(C(=C2)CCC(=O)O)C2=CC=CC=C2)C=C1 (3-[1-[4-(5-methyl-2-phenyl-4-oxazolylmethoxy)benzyl]-3-phenyl-1H-pyrazol-4-yl]propionic acid). Yield: 95.1%. As a reaction SMILES: [CH3:1][C:2]1[O:6][C:5]([C:7]2[CH:12]=[CH:11][CH:10]=[CH:9][CH:8]=2)=[N:4][C:3]=1[CH2:13][O:14][C:15]1[CH:38]=[CH:37][C:18]([CH2:19][N:20]2[CH:24]=[C:23]([CH2:25][CH2:26][C:27]([O:29]C)=[O:28])[C:22]([C:31]3[CH:36]=[CH:35][CH:34]=[CH:33][CH:32]=3)=[N:21]2)=[CH:17][CH:16]=1.O.[OH-].[Li+].O1CCCC1.Cl>CO.O>[CH3:1][C:2]1[O:6][C:5]([C:7]2[CH:8]=[CH:9][CH:10]=[CH:11][CH:12]=2)=[N:4][C:3]=1[CH2:13][O:14][C:15]1[CH:38]=[CH:37][C:18]([CH2:19][N:20]2[CH:24]=[C:23]([CH2:25][CH2:26][C:27]([OH:29])=[O:28])[C:22]([C:31]3[CH:32]=[CH:33][CH:34]=[CH:35][CH:36]=3)=[N:21]2)=[CH:17][CH:16]=1 |f:1.2.3|. Procedure: A mixture of methyl 3-[1-[4-(5-methyl-2-phenyl-4-oxazolylmethoxy)benzyl]-3-phenyl-1H-pyrazol-4-yl]propionate (640 mg), lithium hydroxide monohydrate (363 mg), tetrahydrofuran (6 ml), water (4 ml) and methanol (4 ml) was stirred at room temperature for 2 hours, and 1N hydrochloric acid (9 ml) was added to the mixture, which was extracted with ethyl acetate. The ethyl acetate layer was washed with saturated aqueous sodium chloride solution, dried (MgSO4), then concentrated. The colorless crystals ... Reactants: ClC1=CC=CC2=C1NC(CS2)=O (5-Chloro-2,3-dihydro-1,4-benzothiazine-3-one), P12(=S)SP3(=S)SP(=S)(S1)SP(=S)(S2)S3 (phosphorus pentasulfide), Cl (hydrochloric acid). Run in N1=CC=CC=C1 (pyridine). Run at temperature 120 celsius, time 20 minute. The product is ClC1=CC=CC2=C1NC(CS2)=S (5-chloro-2,3-dihydro-1,4-benzothiazine-3-thione). Isolated yield 195.8%. As a reaction SMILES: [Cl:1][C:2]1[C:7]2[NH:8][C:9](=O)[CH2:10][S:11][C:6]=2[CH:5]=[CH:4][CH:3]=1.P12(SP3(SP(SP(S3)(S1)=S)(=S)S2)=S)=[S:14].Cl>N1C=CC=CC=1>[Cl:1][C:2]1[C:7]2[NH:8][C:9](=[S:14])[CH2:10][S:11][C:6]=2[CH:5]=[CH:4][CH:3]=1. Procedure: 5-Chloro-2,3-dihydro-1,4-benzothiazine-3-one (2.0 g) and phosphorus pentasulfide (2.0 g) were added to pyridine (5 ml), followed by stirring at 120° C. for 20 minutes. The reaction mixture was then poured into a dilute hydrochloric acid (50 ml), and the precipitated crystals were filtered, washed with water, dried and recrystallized from ethanol to obtain 1.9 g of the objective 5-chloro-2,3-dihydro-1,4-benzothiazine-3-thione (m.p. 138°-140° C.). Starting materials: Cl.C(C)NC(CC(=O)OCC)=NCC (N,N'-diethyl-carboethoxyacetamidine hydrochloride), Cl (hydrochloric acid), 1c. Yields the product Cl.C(C)NC(=NCC)CC(=O)O (N,N'-Diethylamidinoacetic Acid Hydrochloride). Reaction SMILES: [ClH:1].[CH2:2]([NH:4][C:5](=[N:12][CH2:13][CH3:14])[CH2:6][C:7]([O:9]CC)=[O:8])[CH3:3].Cl>>[ClH:1].[CH2:13]([NH:12][C:5]([CH2:6][C:7]([OH:9])=[O:8])=[N:4][CH2:2][CH3:3])[CH3:14] |f:0.1,3.4|. Procedure: A solution of 2.2 g. (0.01 mole) of N,N'-diethyl-carboethoxyacetamidine hydrochloride in 60 ml. of 12N hydrochloric acid is converted to the free acid in a manner similar to the procedure of Preparation A -- 1c. 4. The reactants are CC1(OCCC(C1)\C=C\OC)C (2,2-dimethyl-4-[(E)-2-(methyloxy)ethenyl]tetrahydro-2H-pyran), Cl (HCl). Run in C1CCOC1 (THF). Conditions: temperature 20 celsius. Product: CC1(OCCC(C1)CC=O)C ((2,2-Dimethyltetrahydro-2H-pyran-4-yl)acetaldehyde). The yield is 95.2%. RXN SMILES: [CH3:1][C:2]1([CH3:12])[CH2:7][CH:6](/[CH:8]=[CH:9]/[O:10]C)[CH2:5][CH2:4][O:3]1.Cl>C1COCC1>[CH3:1][C:2]1([CH3:12])[CH2:7][CH:6]([CH2:8][CH:9]=[O:10])[CH2:5][CH2:4][O:3]1. Procedure details: To a stirred solution of 2,2-dimethyl-4-[(E)-2-(methyloxy)ethenyl]tetrahydro-2H-pyran (2.93 g, 17.21 mmol) in THF (15 ml) was added 2N HCl (15 ml, 30.0 mmol) and the mixture was stirred at 20° C. After 1 hour the mixture was extracted with diethyl ether (3×25 ml); the combined ether extracts dried (Na2SO4), filtered and evaporated in vacuo (at 50 mbar and water bath at 15° C.) to give the title compound as a pale yellow oil (2.56 g). Reactants: C1(CCCC1)NC=1C=C(C=C2C=C(NC12)C=1SC[C@H](N1)CC(=O)O)OC ([(R)-2-(7-cyclopentylamino-5-methoxy-1H-indol-2-yl)-4,5-dihydro-thiazol-4-yl]-acetic acid), N1CCOCC1 (morpholine). Product: C1(CCCC1)NC=1C=C(C=C2C=C(NC12)C=1SC[C@H](N1)CC(=O)N1CCOCC1)OC (2-[(R)-2-(7-cyclopentylamino-5-methoxy-1H-indol-2-yl)-4,5-dihydro-thiazol-4-yl]-1-morpholin-4-yl-ethanone). Yield: 24.0%. RXN SMILES: [CH:1]1([NH:6][C:7]2[CH:8]=[C:9]([O:25][CH3:26])[CH:10]=[C:11]3[C:15]=2[NH:14][C:13]([C:16]2[S:17][CH2:18][C@@H:19]([CH2:21][C:22](O)=[O:23])[N:20]=2)=[CH:12]3)[CH2:5][CH2:4][CH2:3][CH2:2]1.[NH:27]1[CH2:32][CH2:31][O:30][CH2:29][CH2:28]1>>[CH:1]1([NH:6][C:7]2[CH:8]=[C:9]([O:25][CH3:26])[CH:10]=[C:11]3[C:15]=2[NH:14][C:13]([C:16]2[S:17][CH2:18][C@@H:19]([CH2:21][C:22]([N:27]4[CH2:32][CH2:31][O:30][CH2:29][CH2:28]4)=[O:23])[N:20]=2)=[CH:12]3)[CH2:2][CH2:3][CH2:4][CH2:5]1. Procedure: The compound (83 mg, 0.22 mmol) prepared in Example 48 and morpholine instead of methylamine were reacted according to the same procedure as Example 87 to give the title compound (24 mg, Yield 24%).